From a dataset of the Open Reaction Database (ORD), a public repository of structured organic reaction records. describe an organic reaction: reactants, conditions, products, and yield Reactants: O=C(Cl)c1ccccc1, CS(=O)(=O)c1ccccc1S(=O)(=O)Nc1ccc2[nH]nc(N)c2c1, c1ccncc1. Yields the product CS(=O)(=O)c1ccccc1S(=O)(=O)Nc1ccc2[nH]nc(NC(=O)c3ccccc3)c2c1. RXN SMILES: [C:25]([c:26]1[cH:27][cH:28][cH:29][cH:30][cH:31]1)(=[O:32])[Cl:33].[NH2:1][c:2]1[n:3][nH:4][c:5]2[cH:6][cH:7][c:8]([NH:11][S:12](=[O:13])(=[O:14])[c:15]3[c:16]([S:21](=[O:22])(=[O:23])[CH3:24])[cH:17][cH:18][cH:19][cH:20]3)[cH:9][c:10]12.[cH:34]1[cH:35][cH:36][n:37][cH:38][cH:39]1>>[NH:1]([c:2]1[n:3][nH:4][c:5]2[cH:6][cH:7][c:8]([NH:11][S:12](=[O:13])(=[O:14])[c:15]3[c:16]([S:21](=[O:22])(=[O:23])[CH3:24])[cH:17][cH:18][cH:19][cH:20]3)[cH:9][c:10]12)[C:25]([c:26]1[cH:27][cH:28][cH:29][cH:30][cH:31]1)=[O:32]. Starting materials: COC=1C=C(C=CC=C2C(NC(O2)=O)=O)C=CC1OCC=1N=C(SC1)C1=CC=CC=C1 (5-[3-methoxy-4-(2-phenyl-4-thiazolylmethoxy)cinnamylidene]-2,4-oxazolidinedione). The reagents and catalysts are [C].[Pd] (palladium-carbon). The solvent is O1CCCC1 (tetrahydrofuran). Yields the product COC=1C=C(C=CC1OCC=1N=C(SC1)C1=CC=CC=C1)CCCC1C(NC(O1)=O)=O (5-[3-[3-methoxy-4-(2-phenyl-4-thiazolylmethoxy)phenyl]propyl]-2,4-oxazolidinedione). Isolated yield 32.6%. Reaction SMILES: [CH3:1][O:2][C:3]1[CH:4]=[C:5]([CH:16]=[CH:17][C:18]=1[O:19][CH2:20][C:21]1[N:22]=[C:23]([C:26]2[CH:31]=[CH:30][CH:29]=[CH:28][CH:27]=2)[S:24][CH:25]=1)[CH:6]=[CH:7][CH:8]=[C:9]1[O:13][C:12](=[O:14])[NH:11][C:10]1=[O:15]>[C].[Pd].O1CCCC1>[CH3:1][O:2][C:3]1[CH:4]=[C:5]([CH2:6][CH2:7][CH2:8][CH:9]2[O:13][C:12](=[O:14])[NH:11][C:10]2=[O:15])[CH:16]=[CH:17][C:18]=1[O:19][CH2:20][C:21]1[N:22]=[C:23]([C:26]2[CH:27]=[CH:28][CH:29]=[CH:30][CH:31]=2)[S:24][CH:25]=1 |f:1.2|. Procedure details: A mixture of 5-[3-methoxy-4-(2-phenyl-4-thiazolylmethoxy)cinnamylidene]-2,4-oxazolidinedione (0.76 g), palladium-carbon (5%, 1.0 g) and tetrahydrofuran (THF) (100 ml) was subjected to catalytic hydrogenation under 1 atmospheric pressure at room temperature. The catalyst was filtered off, and the filtrate was concentrated under reduced pressure. The concentrate was subjected to column chromatography on silica gel. From the fraction eluted with chloroform-ethyl acetate (4:1), 5-[3-[3-methoxy-4-(2-... Starting materials: Cl.BrC1=C(SC=2C1=NC=CC2)N (3-Bromo-thieno[3,2-b]pyridin-2-ylamine hydrochloride). The reagents and catalysts are [Pd] (Pd/C). The solvent is CO (methanol). Reaction conditions: time 3 hour. Yields the product Cl.S1C(=CC2=NC=CC=C21)N (Thieno[3,2-b]pyridin-2-ylamine hydrochloride). Yield: 56.5%. Reaction SMILES: [ClH:1].Br[C:3]1[C:7]2=[N:8][CH:9]=[CH:10][CH:11]=[C:6]2[S:5][C:4]=1[NH2:12]>CO.[Pd]>[ClH:1].[S:5]1[C:6]2[C:7](=[N:8][CH:9]=[CH:10][CH:11]=2)[CH:3]=[C:4]1[NH2:12] |f:0.1,4.5|. Procedure: A mixture of compound 145-H, (1.86 g, 6.16 mmol) and 10% Pd/C (0.49 g, 26.3% w/w) in methanol (75 mL) was catalytically hydrogenated on a Parr shaker at 25 psi. After 3 h, the catalyst was filtered, the reaction mixture recharged with 10% Pd/C (0.49 g, 26.3% w/w) and shaken an additional 16 h at 22 psi H2. The reaction was filtered, recharged with 10% Pd/C (0.20 g, 10.8% w/w), and shaken at 20 psi H2 for an additional 24 h. The reaction mixture was filtered, evaporated, and the free base isolate...